describe an organic reaction: reactants, conditions, products, and yield From a dataset of the Open Reaction Database (ORD), a public repository of structured organic reaction records. The reactants are C(C)(C)(C)O[C@H](C(=O)OC)C1=C2N3CCC(OCC=CC[C@@H](OC=4C=C(C=C(C4C4=CC=CC(C5=CN2C(C=C1C)=N5)=C4)F)F)C)(CC3)C (methyl(2S)-2-(tert-butoxy)-2-[(22S)-16,18-difluoro-4,22,28-trimethyl-21,27-dioxa-1,7,34-triazahexacyclo[26.2.2.16,9.110,14.02,7.015,20]tetratriaconta-2,4,6(34),8,10(33),11,13,15(20),16,18,24-undecaen-3-yl]acetate), C(C)(C)(C)O[C@H](C(=O)OC)C1=C2N3CCC(OCCCC[C@@H](OC=4C=C(C=CC4C4=CC=CC(C5=CN2C(C=C1C)=N5)=C4)F)C)(CC3)C (methyl(2S)-2-(tert-butoxy)-2-[(22S)-18-fluoro-4,22,28-trimethyl-21,27-dioxa-1,7,34-triazahexacyclo[26.2.2.16,9.110,14.02,7.015,20]tetratriaconta-2,4,6(34),8,10(33),11,13,15(20),16,18-decaen-3-yl]acetate). Product: C(C)(C)(C)O[C@H](C(=O)OC)C1=C2N3CCC(OCCCC[C@@H](OC=4C=C(C=C(C4C4=CC=CC(C5=CN2C(C=C1C)=N5)=C4)F)F)C)(CC3)C (Methyl(2S)-2-(tert-butoxy)-2-[(22S)-16,18-difluoro-4,22,28-trimethyl-21,27-dioxa-1,7,34-triazahexacyclo[26.2.2.16,9.110,14.02,7.015,20]tetratriaconta-2,4,6(34),8,10(33),11,13,15(20),16,18-decaen-3-yl]acetate). The yield is 83.0%. Reaction SMILES: [C:1]([O:5][C@@H:6]([C:11]1[C:40]([CH3:41])=[CH:39][C:38]2=[N:42][C:35]3=[CH:36][N:37]2[C:12]=1[N:13]1[CH2:48][CH2:47][C:16]([CH3:49])([O:17][CH2:18][CH:19]=[CH:20][CH2:21][C@H:22]([CH3:46])[O:23][C:24]2[CH:25]=[C:26]([F:45])[CH:27]=[C:28]([F:44])[C:29]=2[C:30]2[CH:43]=[C:34]3[CH:33]=[CH:32][CH:31]=2)[CH2:15][CH2:14]1)[C:7]([O:9][CH3:10])=[O:8])([CH3:4])([CH3:3])[CH3:2].C(O[C@@H](C1C(C)=CC2=NC3=CN2C=1N1CCC(C)(OCCCC[C@H](C)OC2C=C(F)C=CC=2C2C=C3C=CC=2)CC1)C(OC)=O)(C)(C)C>>[C:1]([O:5][C@@H:6]([C:11]1[C:40]([CH3:41])=[CH:39][C:38]2=[N:42][C:35]3=[CH:36][N:37]2[C:12]=1[N:13]1[CH2:14][CH2:15][C:16]([CH3:49])([O:17][CH2:18][CH2:19][CH2:20][CH2:21][C@H:22]([CH3:46])[O:23][C:24]2[CH:25]=[C:26]([F:45])[CH:27]=[C:28]([F:44])[C:29]=2[C:30]2[CH:43]=[C:34]3[CH:33]=[CH:32][CH:31]=2)[CH2:47][CH2:48]1)[C:7]([O:9][CH3:10])=[O:8])([CH3:4])([CH3:2])[CH3:3]. Procedure details: Prepared in 83% yield from methyl(2S)-2-(tert-butoxy)-2-[(22S)-16,18-difluoro-4,22,28-trimethyl-21,27-dioxa-1,7,34-triazahexacyclo[26.2.2.16,9.110,14.02,7.015,20]tetratriaconta-2,4,6(34),8,10(33),11,13,15(20),16,18,24-undecaen-3-yl]acetate following the same procedure as methyl(2S)-2-(tert-butoxy)-2-[(22S)-18-fluoro-4,22,28-trimethyl-21,27-dioxa-1,7,34-triazahexacyclo[26.2.2.16,9.110,14.02,7.015,20]tetratriaconta-2,4,6(34),8,10(33),11,13,15(20),16,18-decaen-3-yl]acetate. LCMS (ESI, M+1): 676.25. The reactants are COC1=C(C=CC=C1)CCC=C1C(N(C(S1)=O)CCCCSC1=CC=CC=2N1C=CN2)=O (5-[3-(2-methoxyphenyl)propylidene]-3-[4-(imidazo[1,2-a]pyridin-5-ylthio)butyl]thiazolidine-2,4-dione), Cl.C(C)(=O)OCC (hydrochloric acid ethyl acetate). Run in CO (methanol). The product is Cl.COC1=C(C=CC=C1)CCC=C1C(N(C(S1)=O)CCCCSC1=CC=CC=2N1C=CN2)=O (5-[3-(2-methoxyphenyl)propylidene]-3-[4-(imidazo[1,2-a]pyridin-5-ylthio)butyl]thiazolidine-2,4-dione hydrochloride). Reaction SMILES: [CH3:1][O:2][C:3]1[CH:8]=[CH:7][CH:6]=[CH:5][C:4]=1[CH2:9][CH2:10][CH:11]=[C:12]1[S:16][C:15](=[O:17])[N:14]([CH2:18][CH2:19][CH2:20][CH2:21][S:22][C:23]2[N:28]3[CH:29]=[CH:30][N:31]=[C:27]3[CH:26]=[CH:25][CH:24]=2)[C:13]1=[O:32].[ClH:33].C(OCC)(=O)C>CO>[ClH:33].[CH3:1][O:2][C:3]1[CH:8]=[CH:7][CH:6]=[CH:5][C:4]=1[CH2:9][CH2:10][CH:11]=[C:12]1[S:16][C:15](=[O:17])[N:14]([CH2:18][CH2:19][CH2:20][CH2:21][S:22][C:23]2[N:28]3[CH:29]=[CH:30][N:31]=[C:27]3[CH:26]=[CH:25][CH:24]=2)[C:13]1=[O:32] |f:1.2,4.5|. Procedure: To a methanol solution of 1.40 g (3.0 mmol) of 5-[3-(2-methoxyphenyl)propylidene]-3-[4-(imidazo[1,2-a]pyridin-5-ylthio)butyl]thiazolidine-2,4-dione, 1.0 ml of 4N hydrochloric acid-ethyl acetate was added, followed by stirring, after which the solvent was distilled off, to yield 1.22 g (80.4%, white oily substance) of the desired product.